From a dataset of the Open Reaction Database (ORD), a public repository of structured organic reaction records. describe an organic reaction: reactants, conditions, products, and yield Starting materials: Cl (HCl), COC(=O)C=1OC(=CC1)OC=1C=CC(C2=C3C(=NC21)CCCC3)CC3=CC=C(C=C3)Br (5-[[1,2,3,4-tetrahydro-9-(4bromophenyl)methyl-9H-dibenzo[b,d]pyrrol-6-yl]oxy]-2-furancarboxylic acid methyl ester), O[Li].O (LiOH.H2O). The solvent is O (water), O1CCCC1 (tetrahydrofuran), O (water). Conditions: time 28 hour. Yields the product BrC1=CC=C(C=C1)CC1C=CC(=C2C1=C1C(=N2)CCCC1)OC1=CC=C(O1)C(=O)O (5-[[1,2,3,4-tetrahydro-9-(4-bromophenyl)methyl-9H-dibenzo[b,d]pyrrol-6-yl]oxy]-2-furancarboxylic acid). The yield is 40.1%. As a reaction SMILES: C[O:2][C:3]([C:5]1[O:6][C:7]([O:10][C:11]2[CH:12]=[CH:13][CH:14]([CH2:24][C:25]3[CH:30]=[CH:29][C:28]([Br:31])=[CH:27][CH:26]=3)[C:15]3[C:19]=2[N:18]=[C:17]2[CH2:20][CH2:21][CH2:22][CH2:23][C:16]=32)=[CH:8][CH:9]=1)=[O:4].O[Li].O.Cl>O1CCCC1.O>[Br:31][C:28]1[CH:29]=[CH:30][C:25]([CH2:24][CH:14]2[C:15]3=[C:16]4[CH2:23][CH2:22][CH2:21][CH2:20][C:17]4=[N:18][C:19]3=[C:11]([O:10][C:7]3[O:6][C:5]([C:3]([OH:4])=[O:2])=[CH:9][CH:8]=3)[CH:12]=[CH:13]2)=[CH:26][CH:27]=1 |f:1.2|. Procedure: A solution of the methyl ester (0.9 g) from Example 114 in 10 mL of tetrahydrofuran was treated with a solution of 0.8 g of LiOH.H2O in 10 mL water. The reaction mixture was stirred at room temperature for 28 h, diluted with water, acidified with 2N-HCl and extracted with ethyl acetate. The organic phase was washed with saturated brine, dried over anhydrous magnesium sulfate and concentrated in vacuo to give 5-[[1,2,3,4-tetrahydro-9-(4-bromophenyl)methyl-9H-dibenzo[b,d]pyrrol-6-yl]oxy]-2-furanca...